This data is from the Open Reaction Database (ORD), a public repository of structured organic reaction records. The task is: describe an organic reaction: reactants, conditions, products, and yield Reported procedure: Acetylene gas, dried by passing through a trap containing sulfuric acid, is bubbled at a moderate rate, through 5 ml of vigorously stirred tetrahydrofuran, for 15 minutes. To this acetylenic solution, is then added dropwise, with continued passage of acetylene, 3.5 ml of a 2.4 M solution of n-butylmagnesium chloride in tetrahydrofuran (8.4 mmoles) over 45 minutes. The mixture is stirred a further 15 minutes, and a solution of 580 mg (3.9 mmoles) of p-fluorophenoxy acetaldehyde (Example 156) in 3... Isolated yield 48.0%. Run in O1CCCC1 (tetrahydrofuran), O1CCCC1 (tetrahydrofuran). Reactants: saturated solution, [Cl-].[NH4+] (ammonium chloride), acetylenic, C#C (acetylene), solution, C(CCC)[Mg]Cl (n-butylmagnesium chloride), FC1=CC=C(OCC=O)C=C1 (p-fluorophenoxy acetaldehyde), C#C (acetylene). The product is OC(C#C)COC1=CC=C(C=C1)F (3-hydroxy-4-p-fluorophenoxy-1-butyne). Reaction conditions: time 15 minute. RXN SMILES: C#C.[CH2:3]([Mg]Cl)[CH2:4]CC.[F:9][C:10]1[CH:19]=[CH:18][C:13]([O:14][CH2:15][CH:16]=[O:17])=[CH:12][CH:11]=1.[Cl-].[NH4+]>O1CCCC1>[OH:17][CH:16]([CH2:15][O:14][C:13]1[CH:18]=[CH:19][C:10]([F:9])=[CH:11][CH:12]=1)[C:3]#[CH:4] |f:3.4|. Reactants: NC1=NC(c2cccc(Br)c2)(c2ccnc(C(F)F)c2)c2cccc(F)c21, O=C([O-])[O-], COCCOC, CCO, [Cs+], [Cs+], O, OB(O)c1cncnc1. Product: NC1=NC(c2cccc(-c3cncnc3)c2)(c2ccnc(C(F)F)c2)c2cccc(F)c21. Reaction SMILES: [Br:1][c:2]1[cH:3][c:4]([C:8]2([c:19]3[cH:20][c:21]([CH:25]([F:26])[F:27])[n:22][cH:23][cH:24]3)[N:9]=[C:10]([NH2:18])[c:11]3[c:12]([F:17])[cH:13][cH:14][cH:15][c:16]32)[cH:5][cH:6][cH:7]1.[C:37](=[O:38])([O-:39])[O-:40].[CH3:43][O:44][CH2:45][CH2:46][O:47][CH3:48].[CH3:49][CH2:50][OH:51].[Cs+:41].[Cs+:42].[OH2:52].[n:28]1[cH:29][n:30][cH:31][c:32]([B:34]([OH:35])[OH:36])[cH:33]1>>[c:2]1(-[c:32]2[cH:31][n:30][cH:29][n:28][cH:33]2)[cH:3][c:4]([C:8]2([c:19]3[cH:20][c:21]([CH:25]([F:26])[F:27])[n:22][cH:23][cH:24]3)[N:9]=[C:10]([NH2:18])[c:11]3[c:12]([F:17])[cH:13][cH:14][cH:15][c:16]32)[cH:5][cH:6][cH:7]1. Reactants: CS(C)=O, O=C(OCCCl)C(F)(F)F, [H-], [Na+], O, Oc1ccccc1. The product is FC(F)(F)C1(Oc2ccccc2)OCCO1. RXN SMILES: [CH3:21][S:22]([CH3:23])=[O:24].[F:10][C:11]([C:12](=[O:13])[O:14][CH2:15][CH2:16][Cl:17])([F:18])[F:19].[H-:9].[Na+:8].[OH2:20].[OH:1][c:2]1[cH:3][cH:4][cH:5][cH:6][cH:7]1>>[O:1]([c:2]1[cH:3][cH:4][cH:5][cH:6][cH:7]1)[C:12]1([C:11]([F:10])([F:18])[F:19])[O:13][CH2:16][CH2:15][O:14]1. The reactants are CCOC(OCC)c1ccccc1Br, CON(C)C(=O)c1ccc(Cl)cc1F, CCOCC, CCCCCC, [Li]CCCC. The product is CCOC(OCC)c1ccccc1C(=O)c1ccc(Cl)cc1F. As a reaction SMILES: [CH2:1]([CH3:2])[O:3][CH:4]([c:5]1[c:6]([Br:11])[cH:7][cH:8][cH:9][cH:10]1)[O:12][CH2:13][CH3:14].[CH3:20][O:21][N:22]([C:23]([c:24]1[c:25]([F:31])[cH:26][c:27]([Cl:30])[cH:28][cH:29]1)=[O:32])[CH3:33].[CH3:34][CH2:35][O:36][CH2:37][CH3:38].[CH3:39][CH2:40][CH2:41][CH2:42][CH2:43][CH3:44].[Li:15][CH2:16][CH2:17][CH2:18][CH3:19]>>[CH2:1]([CH3:2])[O:3][CH:4]([c:5]1[c:6]([C:23]([c:24]2[c:25]([F:31])[cH:26][c:27]([Cl:30])[cH:28][cH:29]2)=[O:32])[cH:7][cH:8][cH:9][cH:10]1)[O:12][CH2:13][CH3:14]. Reactants: O=C1C=CCC1, C[N+](C)(C)Cc1ccccc1, C1COCCO1, [OH-], c1c[nH]nn1. Yields the product O=C1CCC(n2nccn2)C1. As a reaction SMILES: [C:6]1(=[O:11])[CH:7]=[CH:8][CH2:9][CH2:10]1.[CH2:13]([N+:14]([CH3:15])([CH3:16])[CH3:17])[c:18]1[cH:19][cH:20][cH:21][cH:22][cH:23]1.[O:24]1[CH2:25][CH2:26][O:27][CH2:28][CH2:29]1.[OH-:12].[nH:1]1[n:2][n:3][cH:4][cH:5]1>>[n:1]1[n:2]([CH:8]2[CH2:7][C:6](=[O:11])[CH2:10][CH2:9]2)[n:3][cH:4][cH:5]1. The reactants are N1=CC=CC=C1 (pyridine), OCCCCCCCCCCCCCCCC(=O)O (16-Hydroxyhexadecanoic acid), C(CCCCCCCCCCCCCCC)(=O)Cl (Palmitoyl chloride). Solvent: O1CCCC1 (tetrahydrofuran), O1CCCC1 (tetrahydrofuran). Run at time 16 hour. The product is C(CCCCCCCCCCCCCCC)(=O)OCCCCCCCCCCCCCCCC(=O)O (16-Hexadecanoyloxyhexadecanoic Acid). The yield is 82.7%. RXN SMILES: [OH:1][CH2:2][CH2:3][CH2:4][CH2:5][CH2:6][CH2:7][CH2:8][CH2:9][CH2:10][CH2:11][CH2:12][CH2:13][CH2:14][CH2:15][CH2:16][C:17]([OH:19])=[O:18].N1C=CC=CC=1.[C:26](Cl)(=[O:42])[CH2:27][CH2:28][CH2:29][CH2:30][CH2:31][CH2:32][CH2:33][CH2:34][CH2:35][CH2:36][CH2:37][CH2:38][CH2:39][CH2:40][CH3:41]>O1CCCC1>[C:26]([O:1][CH2:2][CH2:3][CH2:4][CH2:5][CH2:6][CH2:7][CH2:8][CH2:9][CH2:10][CH2:11][CH2:12][CH2:13][CH2:14][CH2:15][CH2:16][C:17]([OH:19])=[O:18])(=[O:42])[CH2:27][CH2:28][CH2:29][CH2:30][CH2:31][CH2:32][CH2:33][CH2:34][CH2:35][CH2:36][CH2:37][CH2:38][CH2:39][CH2:40][CH3:41]. Reported procedure: 16-Hydroxyhexadecanoic acid (5.43 g, 19.9 mmol) was dissolved in tetrahydrofuran (190 ml) and pyridine (2.36 g, 29.9 mmol) was added. Palmitoyl chloride (5.48 g, 19.9 mmol) was dissolved in tetrahydrofuran (10 ml) and added dropwise at room temperature. After stirring at room temperature for 16 hours, the mixture was filtered and the filtrate evaporated under reduced pressure. The residue was dissolved in chloroform, washed with water (3×50 ml), and the organc phase was dried (MgSO4). After evap... Reactants: CCOC(=O)N1C(=O)c2ccccc2C1=O, CCCOC(=O)CC(N)c1ccc(OC)cc1, CC#N, Cl, [Na+], [Na+], O=C([O-])[O-], O. The product is CCCOC(=O)CC(c1ccc(OC)cc1)N1C(=O)c2ccccc2C1=O. Reaction SMILES: [C:25]([N:26]1[C:31](=[O:40])[c:32]2[c:33]([cH:36][cH:37][cH:38][cH:39]2)[C:34]1=[O:35])([O:27][CH2:28][CH3:29])=[O:30].[CH2:2]([CH2:3][CH3:4])[O:5][C:6]([CH2:7][CH:8]([c:9]1[cH:10][cH:11][c:12]([O:15][CH3:16])[cH:13][cH:14]1)[NH2:17])=[O:18].[CH3:42][C:43]#[N:44].[ClH:1].[Na+:19].[Na+:20].[O-:21][C:22](=[O:23])[O-:24].[OH2:41]>>[CH2:2]([CH2:3][CH3:4])[O:5][C:6]([CH2:7][CH:8]([c:9]1[cH:10][cH:11][c:12]([O:15][CH3:16])[cH:13][cH:14]1)[N:17]1[C:31](=[O:40])[c:32]2[c:33]([cH:36][cH:37][cH:38][cH:39]2)[C:34]1=[O:35])=[O:18]. The reactants are O=C([O-])O, COS(=O)(=O)OC, CC(C)=O, CC(C)Oc1cc(-n2c(=O)[nH]c(C(F)(F)C(F)(F)F)c(F)c2=O)c(F)cc1Cl, [Na+]. Yields the product CC(C)Oc1cc(-n2c(=O)c(F)c(C(F)(F)C(F)(F)F)n(C)c2=O)c(F)cc1Cl. Reaction SMILES: [C:29](=[O:30])([OH:31])[O-:32].[CH3:34][O:35][S:36]([O:37][CH3:38])(=[O:39])=[O:40].[CH3:41][C:42](=[O:43])[CH3:44].[Cl:1][c:2]1[cH:3][c:4]([F:28])[c:5](-[n:12]2[c:13](=[O:27])[nH:14][c:15]([C:20]([C:21]([F:22])([F:23])[F:24])([F:25])[F:26])[c:16]([F:19])[c:17]2=[O:18])[cH:6][c:7]1[O:8][CH:9]([CH3:10])[CH3:11].[Na+:33]>>[Cl:1][c:2]1[cH:3][c:4]([F:28])[c:5](-[n:12]2[c:13](=[O:27])[n:14]([CH3:29])[c:15]([C:20]([C:21]([F:22])([F:23])[F:24])([F:25])[F:26])[c:16]([F:19])[c:17]2=[O:18])[cH:6][c:7]1[O:8][CH:9]([CH3:10])[CH3:11]. Starting materials: C(C)(C)[C@H]1[C@@H](C[C@@H](CC1)C)N(C([O-])=O)[C@@H](C)C1=NC=C(C=C1)F ((1R,2S,5R)-2-Isopropyl-5-methylcyclohexyl[(1S)-1-(5-fluoropyridin-2-yl)ethyl]carbamate), [Si](C)(C)(C)I (TMSI), Ice water. Run in C(Cl)(Cl)Cl (chloroform). Yields the product FC=1C=CC(=NC1)[C@H](C)N ((S)-1-(5-Fluoropyridin-2-yl)ethanamine). The yield is 79.0%. Reaction SMILES: C([C@@H]1CC[C@@H](C)C[C@H]1[N:11]([C@H:15]([C:17]1[CH:22]=[CH:21][C:20]([F:23])=[CH:19][N:18]=1)[CH3:16])C(=O)[O-])(C)C.[Si](I)(C)(C)C>C(Cl)(Cl)Cl>[F:23][C:20]1[CH:21]=[CH:22][C:17]([C@@H:15]([NH2:11])[CH3:16])=[N:18][CH:19]=1. Procedure details: (1R,2S,5R)-2-Isopropyl-5-methylcyclohexyl [(1S)-1-(5-fluoropyridin-2-ypethyl]carbamate (Method 5; 3.0 g, 9.3 mmol) and TMSI (2.7 ml, 18.6 mmol) in chloroform (10 ml) was heated at 68° C. for 24 hours. Ice water (15 ml) was added carefully and extracted with ether (2×100 ml). The aqueous layer was separated, neutralized with solid sodium bicarbonate to PH=9 and extracted with ether (5×200 ml). The combined organic was dried over sodium sulfate and concentrated to give the title compound (1.03 g, ...